Dataset: the Open Reaction Database (ORD), a public repository of structured organic reaction records. Task: describe an organic reaction: reactants, conditions, products, and yield Starting materials: ClC=1C=C([C@H](C(=O)O)O)C=CC1 ((R)-3-chloromandelic acid), C1(=CC=C(C=C1)S(=O)(=O)O)C (p-toluenesulfonic acid). Run in CO (methanol). Product: COC([C@H](O)C1=CC(=CC=C1)Cl)=O ((R)-3-chloromandelic Acid Methyl Ester). RXN SMILES: [Cl:1][C:2]1[CH:3]=[C:4]([CH:10]=[CH:11][CH:12]=1)[C@@H:5]([OH:9])[C:6]([OH:8])=[O:7].[C:13]1(C)C=CC(S(O)(=O)=O)=CC=1>CO>[CH3:13][O:7][C:6](=[O:8])[C@@H:5]([C:4]1[CH:10]=[CH:11][CH:12]=[C:2]([Cl:1])[CH:3]=1)[OH:9]. Procedure details: Into methanol (20 ml) were added (R)-3-chloromandelic acid (5.0 g) and p-toluenesulfonic acid (0.1 g), and the resulting mixture was heated under reflux for 2 hours. The reaction mixture was cooled, then neutralized and concentrated. Ethyl acetate and water were added to the resulting residue and the organic layer was collected by layer separation. The organic layer was washed with a saturated aqueous sodium chloride solution and then dried with anhydrous magnesium sulfate. The desiccant was fil... The reactants are C(C)(=O)O[C@H]1[C@@H](O[C@@H]([C@H]1OC(C)=O)COC(C)=O)N1C=NC=2C(N[C@H]3C(NC(C3)=O)=O)=NC=NC12 (N6 -[(R)-2,5-dioxo-3-pyrrolidinyl]adenosine 2',3',5'-triacetate), C[O-].[Mg+2].C[O-] (magnesium methoxide). The solvent is CO (methanol). Conditions: time 48 hour. The product is O=C1NC(C[C@H]1NC=1C=2N=CN([C@H]3[C@H](O)[C@H](O)[C@@H](CO)O3)C2N=CN1)=O (N6 -[(R)-2,5-dioxo-3-pyrrolidinyl]adenosine). Yield: 27.2%. Reaction SMILES: C([O:4][C@@H:5]1[C@H:9]([O:10]C(=O)C)[C@@H:8]([CH2:14][O:15]C(=O)C)[O:7][C@H:6]1[N:19]1[C:35]2[N:34]=[CH:33][N:32]=[C:23]([NH:24][C@@H:25]3[CH2:29][C:28](=[O:30])[NH:27][C:26]3=[O:31])[C:22]=2[N:21]=[CH:20]1)(=O)C.C[O-].[Mg+2].C[O-]>CO>[O:31]=[C:26]1[C@H:25]([NH:24][C:23]2[C:22]3[N:21]=[CH:20][N:19]([C:35]=3[N:34]=[CH:33][N:32]=2)[C@@H:6]2[O:7][C@H:8]([CH2:14][OH:15])[C@@H:9]([OH:10])[C@H:5]2[OH:4])[CH2:29][C:28](=[O:30])[NH:27]1 |f:1.2.3|. Procedure details: A mixture of N6 -[(R)-2,5-dioxo-3-pyrrolidinyl]adenosine 2',3',5'-triacetate (100 mg), magnesium methoxide (24 mg) and methanol (18 ml) was stirred at room temperature for 48 hours. The reaction mixture was then centrifuged (1500 r.p.m.×20 min.) to remove the precipitate formed during the reaction. The supernatant was concentrated under reduced pressure and the residue was subjected to silica gel column chromatography using ethyl acetate-methanol-water (14:2:1) as the eluent. The active fraction... Reactants: C(C1=CC=CC=C1)C(C(=O)OCC)C#N (ethyl benzylcyanoacetate). Reagents/catalysts: [Ni] (Raney nickel). The solvent is CCO (EtOH). Yields the product NCC(C(=O)OCC)CC1=CC=CC=C1 (ethyl 3-amino-2-benzylpropionate). Reaction SMILES: [CH2:1]([CH:8]([C:14]#[N:15])[C:9]([O:11][CH2:12][CH3:13])=[O:10])[C:2]1[CH:7]=[CH:6][CH:5]=[CH:4][CH:3]=1>CCO.[Ni]>[NH2:15][CH2:14][CH:8]([CH2:1][C:2]1[CH:3]=[CH:4][CH:5]=[CH:6][CH:7]=1)[C:9]([O:11][CH2:12][CH3:13])=[O:10]. Procedure details: The resulting ethyl benzylcyanoacetate was dissolved in 200 ml of EtOH and hydrogenated over Raney nickel. After removal of the catalyst by filtration with suction and concentration, 8.2 . . . of oil were obtained, and chromatography over silica gel (EA to EA/MeOH 5/1) gave 5.5 g of ethyl 3-amino-2-benzylpropionate. This compound was reacted with Boc2O to give ethyl 2-benzyl-3-(tert.-butoxycarbonylamino)-propionate, which was hydrolyzed, and the product was coupled with H-Val-OMe by the PPA meth... The reactants are COC1=CC=C(C=C1)C12CNCC2C1 (1-(p-methoxyphenyl)-3-azabicyclo[3.1.0]hexane), C(C)(=O)Cl (acetyl chloride). Run in C1=CC=CC=C1 (benzene), C([O-])([O-])=O.[Na+].[Na+] (sodium carbonate). Run at time 18 hour. Yields the product C(C)(=O)N1CC2(CC2C1)C1=CC=C(C=C1)OC (3-acetyl-1-(p-methoxyphenyl)-3-azabicyclo[3.1.0]hexane). As a reaction SMILES: [CH3:1][O:2][C:3]1[CH:8]=[CH:7][C:6]([C:9]23[CH2:14][CH:13]2[CH2:12][NH:11][CH2:10]3)=[CH:5][CH:4]=1.[C:15](Cl)(=[O:17])[CH3:16]>C1C=CC=CC=1.C(=O)([O-])[O-].[Na+].[Na+]>[C:15]([N:11]1[CH2:12][CH:13]2[C:9]([C:6]3[CH:5]=[CH:4][C:3]([O:2][CH3:1])=[CH:8][CH:7]=3)([CH2:14]2)[CH2:10]1)(=[O:17])[CH3:16] |f:3.4.5|. Procedure: To a stirred mixture of 1-(p-methoxyphenyl)-3-azabicyclo[3.1.0]hexane in benzene and aqueous sodium carbonate is added acetyl chloride and the mixture is stirred at ambient temperature for 18 hours. Benzene is removed by evaporation under reduced pressure, and filtration of the residual mixture gives 3-acetyl-1-(p-methoxyphenyl)-3-azabicyclo[3.1.0]hexane. Reported procedure: 3,4-Dibromohexahydrophthalimide (0.10 mole), benzene (300 ml) and pyridine (0.11 mole) are charged into a glass reaction vessel equipped with a mechanical stirrer, thermometer and reflux condenser. 2,5-Dibromobenzoyl chloride (0.10 mole) is then added dropwise to the flask with stirring at room temperature. After the addition is completed the reaction mixture is heated at reflux with continued stirring for a period of about 1 hour. After this time the reaction mixture is filtered and the filtrat... Run in C1=CC=CC=C1 (benzene). Reactants: BrC1C2C(C(=O)NC2=O)CCC1Br (3,4-Dibromohexahydrophthalimide), N1=CC=CC=C1 (pyridine), BrC1=C(C(=O)Cl)C=C(C=C1)Br (2,5-Dibromobenzoyl chloride). RXN SMILES: [Br:1][CH:2]1[CH:12]([Br:13])[CH2:11][CH2:10][CH:4]2[C:5]([NH:7][C:8](=[O:9])[CH:3]12)=[O:6].N1C=CC=CC=1.[Br:20][C:21]1[CH:29]=[CH:28][C:27]([Br:30])=[CH:26][C:22]=1[C:23](Cl)=[O:24]>C1C=CC=CC=1>[Br:20][C:21]1[CH:29]=[CH:28][C:27]([Br:30])=[CH:26][C:22]=1[C:23]([N:7]1[C:8](=[O:9])[CH:3]2[CH:2]([Br:1])[CH:12]([Br:13])[CH2:11][CH2:10][CH:4]2[C:5]1=[O:6])=[O:24]. Yields the product BrC1=C(C(=O)N2C(C3C(C2=O)C(C(CC3)Br)Br)=O)C=C(C=C1)Br (N-(2,5-dibromobenzoyl)-3,4-dibromohexahydrophthalimide).